Dataset: the Open Reaction Database (ORD), a public repository of structured organic reaction records. Task: describe an organic reaction: reactants, conditions, products, and yield Starting materials: CO, [I-], [Na+], [Na+], [OH-], O, O=C(O)c1cccc(O)c1. As a reaction SMILES: [CH3:16][OH:17].[I-:4].[Na+:2].[Na+:3].[OH-:1].[OH2:15].[OH:5][C:6](=[O:7])[c:8]1[cH:9][cH:10][cH:11][c:12]([OH:13])[cH:14]1>>[I:4][c:11]1[cH:10][cH:9][c:8]([C:6]([OH:5])=[O:7])[cH:14][c:12]1[OH:13]. Product: O=C(O)c1ccc(I)c(O)c1. Reactants: CC1=CC=C(C=C1)P(C1=CC=C(C=C1)C)C1=CC=C(C=C1)C (tris(4-methylphenyl)phosphine), CI (methyl iodide). Yields the product [I-].C[P+](C1=CC=C(C=C1)C)(C1=CC=C(C=C1)C)C1=CC=C(C=C1)C (methyltris(4-methylphenyl)phosphonium iodide). The yield is 91.5%. RXN SMILES: [CH3:1][C:2]1[CH:7]=[CH:6][C:5]([P:8]([C:16]2[CH:21]=[CH:20][C:19]([CH3:22])=[CH:18][CH:17]=2)[C:9]2[CH:14]=[CH:13][C:12]([CH3:15])=[CH:11][CH:10]=2)=[CH:4][CH:3]=1.[CH3:23][I:24]>>[I-:24].[CH3:23][P+:8]([C:5]1[CH:4]=[CH:3][C:2]([CH3:1])=[CH:7][CH:6]=1)([C:16]1[CH:21]=[CH:20][C:19]([CH3:22])=[CH:18][CH:17]=1)[C:9]1[CH:14]=[CH:13][C:12]([CH3:15])=[CH:11][CH:10]=1 |f:2.3|. Reported procedure: Starting from 10.37 g (34.1 mmol) of tris(4-methylphenyl)phosphine and 6.7 g (48 mmol, 1.4 eq) of methyl iodide, 13.92 g (31.2 mmol, 91.5%) of methyltris(4-methylphenyl)phosphonium iodide was obtained: mp 213°-216° C.